From a dataset of the Open Reaction Database (ORD), a public repository of structured organic reaction records. describe an organic reaction: reactants, conditions, products, and yield Starting materials: NC(=S)N (thiourea), C(C)(C)C(=O)NC1CCC(CC1)N(C(=S)N)C (N-[4-(isopropylformylamino)cyclohexyl]-methylthiourea), BrC(=O)Br (bromoketone), C(C)(C)N(CC)C(C)C (diisopropylethyl amine). Solvent: CCO (EtOH). Yields the product C(C)(C)C(=O)NC1CCC(CC1)CNC(=S)N (N-[4-(Isopropylformylamino)cyclohexyl]methylthiourea). Reaction SMILES: [NH2:1][C:2]([NH2:4])=[S:3].[CH:5]([C:8]([NH:10][CH:11]1[CH2:16][CH2:15][CH:14](N(C)C(N)=S)[CH2:13][CH2:12]1)=[O:9])([CH3:7])[CH3:6].Br[C:23](Br)=O.C(N(C(C)C)CC)(C)C>CCO>[CH:5]([C:8]([NH:10][CH:11]1[CH2:16][CH2:15][CH:14]([CH2:23][NH:1][C:2]([NH2:4])=[S:3])[CH2:13][CH2:12]1)=[O:9])([CH3:7])[CH3:6]. Reported procedure: A thiourea such as N-[4-(isopropylformylamino)cyclohexyl]-methylthiourea (0.029 mmol, 1 equivalent), a bromoketone (0.044 mmol, 1.5 equivalent) and 2 equivalents of diisopropylethyl amine in 10 ml of EtOH were heated at reflux temperature for 2 days. The reaction mixture was concentrated in vacuo and the crude product chromatographed (silica) to obtain the desired product. This procedure was used to prepare examples 101–102. Starting materials: [BH4-], COc1cc([Sn](C)(C)C)c(C=O)cc1OCOCC[Si](C)(C)C, CO, [Na+], O. RXN SMILES: [BH4-:24].[CH3:1][O:2][c:3]1[cH:4][c:5]([Sn:20]([CH3:21])([CH3:22])[CH3:23])[c:6]([CH:7]=[O:8])[cH:9][c:10]1[O:11][CH2:12][O:13][CH2:14][CH2:15][Si:16]([CH3:17])([CH3:18])[CH3:19].[CH3:26][OH:27].[Na+:25].[OH2:28]>>[CH3:1][O:2][c:3]1[cH:4][c:5]([Sn:20]([CH3:21])([CH3:22])[CH3:23])[c:6]([CH2:7][OH:8])[cH:9][c:10]1[O:11][CH2:12][O:13][CH2:14][CH2:15][Si:16]([CH3:17])([CH3:18])[CH3:19]. Product: COc1cc([Sn](C)(C)C)c(CO)cc1OCOCC[Si](C)(C)C. The product is C[Si](OC=1C2CCC(C1)C2)(C)C (2-trimethylsiloxybicyclo[2.2.1]-hept-2-ene). The solvent is C(C)OCC (diethyl ether), C(C)OCC (diethyl ether), C(C)OCC (diethyl ether). Reactants: C1CC2CC1CC2=O (norcamphor), C[Li] (Methyllithium), C(C)(C)NC(C)C (diisopropylamine), Cl[Si](C)(C)C (chlorotrimethylsilane). Conditions: temperature -78 celsius, time 30 minute. Reported procedure: Methyllithium in diethyl ether (141 ml of 1.8 M solution) was added dropwise to a solution of 27.6 g of diisopropylamine in 38 ml of dry diethyl ether. The resulting solution was cooled to -78° C. and 19.7 g of norcamphor in 20 ml of diethyl ether were added dropwise. The reaction mixture was warmed to 0° C. and 46 ml of chlorotrimethylsilane were added. The reaction mixture was warmed to 25° C., stirred for 30 minutes, extracted with cold 5% aqueous sodium bicarbonate, dried (over MgSO4) and th... RXN SMILES: C[Li].C(NC(C)C)(C)C.[CH2:10]1[CH:14]2[CH2:15][C:16](=[O:17])[CH:12]([CH2:13]2)[CH2:11]1.Cl[Si:19]([CH3:22])([CH3:21])[CH3:20]>C(OCC)C>[CH3:20][Si:19]([CH3:22])([CH3:21])[O:17][C:16]1[CH:12]2[CH2:13][CH:14]([CH:15]=1)[CH2:10][CH2:11]2. Reactants: CC#N, Cc1cc(N2CC(S(=O)(=O)c3ccc(F)cc3Cl)CC2C(=O)NC2(C#N)CC2)n(CCc2ccccc2)n1, Cl, FC1(F)CNC1. Yields the product Cc1cc(N2CC(S(=O)(=O)c3ccc(N4CC(F)(F)C4)cc3Cl)CC2C(=O)NC2(C#N)CC2)n(CCc2ccccc2)n1. Reaction SMILES: [CH3:46][C:47]#[N:48].[Cl:1][c:2]1[c:3]([S:9](=[O:10])(=[O:11])[CH:12]2[CH2:13][CH:14]([C:31](=[O:32])[NH:33][C:34]3([C:37]#[N:38])[CH2:35][CH2:36]3)[N:15]([c:17]3[cH:18][c:19]([CH3:30])[n:20][n:21]3[CH2:22][CH2:23][c:24]3[cH:25][cH:26][cH:27][cH:28][cH:29]3)[CH2:16]2)[cH:4][cH:5][c:6]([F:8])[cH:7]1.[ClH:39].[F:40][C:41]1([F:45])[CH2:42][NH:43][CH2:44]1>>[Cl:1][c:2]1[c:3]([S:9](=[O:10])(=[O:11])[CH:12]2[CH2:13][CH:14]([C:31](=[O:32])[NH:33][C:34]3([C:37]#[N:38])[CH2:35][CH2:36]3)[N:15]([c:17]3[cH:18][c:19]([CH3:30])[n:20][n:21]3[CH2:22][CH2:23][c:24]3[cH:25][cH:26][cH:27][cH:28][cH:29]3)[CH2:16]2)[cH:4][cH:5][c:6]([N:43]2[CH2:42][C:41]([F:40])([F:45])[CH2:44]2)[cH:7]1. Starting materials: S([O-])(O)=O.[Na+] (sodium bisulfite), C(C)(=O)OCC (ethyl acetate), C(C1=CC=CC=C1)N([C@H](C=O)CCC)CC1=CC=CC=C1 ((S)-2-(dibenzylamino)pentanal), [C-]#N.[Na+] (sodium cyanide). The solvent is O (water), C(C)(=O)OCC.CCCCCC (ethyl acetate hexane), O (water), CO (methanol). Run at temperature 2.5 celsius, time 14 hour. Product: C(C1=CC=CC=C1)N([C@H]([C@@H](C#N)O)CCC)CC1=CC=CC=C1 ((2S,3S)-3-(Dibenzylamino)-2-hydroxyhexanenitrile). Isolated yield 68.6%. As a reaction SMILES: [CH2:1]([N:8]([CH2:15][C:16]1[CH:21]=[CH:20][CH:19]=[CH:18][CH:17]=1)[C@@H:9]([CH2:12][CH2:13][CH3:14])[CH:10]=[O:11])[C:2]1[CH:7]=[CH:6][CH:5]=[CH:4][CH:3]=1.S(=O)(O)[O-].[Na+].[C-:27]#[N:28].[Na+].C(OCC)(=O)C>CO.O.C(OCC)(=O)C.CCCCCC>[CH2:15]([N:8]([CH2:1][C:2]1[CH:3]=[CH:4][CH:5]=[CH:6][CH:7]=1)[C@@H:9]([CH2:12][CH2:13][CH3:14])[C@H:10]([OH:11])[C:27]#[N:28])[C:16]1[CH:17]=[CH:18][CH:19]=[CH:20][CH:21]=1 |f:1.2,3.4,8.9|. Reported procedure: To a solution of (S)-2-(dibenzylamino)pentanal (125 g; 0.444 mol) in methanol (375 mL) at 0-5° C. was added a previously cooled (0-5° C.) aqueous solution of sodium bisulfite (69.39 g, 0.667 mol; 150 mole %) in water (530 mL). The reaction mixture was stirred at 0-5° C. for 14 hours. A solution of sodium cyanide (32.02 g; 0.667 mol; 150 mol %) in water (402 mL), followed by ethyl acetate (1.25 L) was added to the above reaction mixture at 0° C. Stirring was continued at ambient temperature for 5...